Dataset: the Open Reaction Database (ORD), a public repository of structured organic reaction records. Task: describe an organic reaction: reactants, conditions, products, and yield The reactants are COC(=O)N1C(N(C(C(C1)CC(CC)CC1=C(C=C(C=C1)F)F)=O)C)C(C)(C)C (2-tert-butyl-5-[2-(2,4-difluoro-benzyl)-butyl]-3-methyl-4-oxo-tetrahydro-pyrimidine-1-carboxylic acid methyl ester), Cl (HCl), O1CCOCC1 (dioxane). Run at temperature 110 celsius. Yields the product NC[C@H](C(=O)O)C[C@@H](CC)CC1=C(C=C(C=C1)F)F ((2R,4R)-2-Aminomethyl-4-(2,4-difluoro-benzyl)-hexanoic acid). Isolated yield 24.0%. Reaction SMILES: COC([N:5]1[CH2:10][CH:9]([CH2:11][CH:12]([CH2:15][C:16]2[CH:21]=[CH:20][C:19]([F:22])=[CH:18][C:17]=2[F:23])[CH2:13][CH3:14])[C:8](=[O:24])N(C)C1C(C)(C)C)=O.Cl.[O:31]1CCOCC1>>[NH2:5][CH2:10][C@@H:9]([CH2:11][C@H:12]([CH2:15][C:16]1[CH:21]=[CH:20][C:19]([F:22])=[CH:18][C:17]=1[F:23])[CH2:13][CH3:14])[C:8]([OH:24])=[O:31]. Procedure details: A flask was charged with 0.5 g (1.2 mmol) of 2-tert-butyl-5-[2-(2,4-difluoro-benzyl)-butyl]-3-methyl-4-oxo-tetrahydro-pyrimidine-1-carboxylic acid methyl ester, 20 mL of dioxane, and 20 mL of conc. HCl solution. The mixture was stirred and heated at 110° C. for 4 days. The solvents were removed under reduced pressure. The residue was taken up in 20 mL of water and 4 drops of conc. HCl solution. The aqueous layer was washed with dichloromethane. The aqueous layer was collected and the water was r...